This data is from the Open Reaction Database (ORD), a public repository of structured organic reaction records. The task is: describe an organic reaction: reactants, conditions, products, and yield Starting materials: ClC(=O)OCCCC (butyl chloroformate), O1C(CCCC1)OC(C(=O)O)C=1N=C(SC1)NS(=O)(=O)C (2-(2-tetrahydropyranyl)oxy-2-(2-mesylamino-1,3-thiazol-4-yl)acetic acid), CN1N=NN=C1SCC=1CS[C@H]2N(C1C(=O)O)C(C2N)=O (3-(1-methyl-1H-tetrazol-5-yl)thiomethyl-7-amino-3-cephem-4-carboxylic acid), O1C(CCCC1)OC(C(=O)O)C=1NC(SC1)=NS(=O)(=O)C (2-(2-tetrahydropyranyl)oxy-2-(2-mesylimino-2,3-dihydro-1,3-thiazol-4-yl)acetic acid), CN(C)CC1=CC=CC=C1 (N,N-dimethylbenzylamine). Run in O1CCCC1 (tetrahydrofuran), C(C)N(CC)CC (triethylamine), O1CCCC1 (tetrahydrofuran), C(C)N(CC)CC (triethylamine), O1CCCC1 (tetrahydrofuran). Conditions: temperature 0 celsius, time 30 minute. The product is CN1N=NN=C1SCC=1CS[C@H]2N(C1C(=O)O)C(C2NC(C(C=2N=C(SC2)NS(=O)(=O)C)OC2OCCCC2)=O)=O (3-(1-methyl-1H-tetrazol-5-yl)thiomethyl-7-[2-(2-tetrahydropyranyl)oxy-2-(2-mesylamino-1,3-thiazol-4-yl)acetamido]-3-cephem-4-carboxylic acid). RXN SMILES: [O:1]1[CH2:6][CH2:5][CH2:4][CH2:3][CH:2]1[O:7][CH:8]([C:12]1[N:13]=[C:14]([NH:17][S:18]([CH3:21])(=[O:20])=[O:19])[S:15][CH:16]=1)[C:9]([OH:11])=O.CN(CC1C=CC=CC=1)C.ClC(OCCCC)=O.[CH3:40][N:41]1[C:45]([S:46][CH2:47][C:48]2[CH2:49][S:50][C@@H:51]3[CH:58]([NH2:59])[C:57](=[O:60])[N:52]3[C:53]=2[C:54]([OH:56])=[O:55])=[N:44][N:43]=[N:42]1>O1CCCC1.C(N(CC)CC)C>[CH3:40][N:41]1[C:45]([S:46][CH2:47][C:48]2[CH2:49][S:50][C@@H:51]3[CH:58]([NH:59][C:9](=[O:11])[CH:8]([O:7][CH:2]4[CH2:3][CH2:4][CH2:5][CH2:6][O:1]4)[C:12]4[N:13]=[C:14]([NH:17][S:18]([CH3:21])(=[O:20])=[O:19])[S:15][CH:16]=4)[C:57](=[O:60])[N:52]3[C:53]=2[C:54]([OH:56])=[O:55])=[N:44][N:43]=[N:42]1. Procedure: To a mixture of 2-(2-tetrahydropyranyl)oxy-2-(2-mesylamino-1,3-thiazol-4-yl)acetic acid, which can be represented as 2-(2-tetrahydropyranyl)oxy-2-(2-mesylimino-2,3-dihydro-1,3-thiazol-4-yl)acetic acid, (350 mg.), triethylamine (96 mg.), N,N-dimethylbenzylamine (half drop) and tetrahydrofuran (7 ml.) was dropwise added a mixture of butyl chloroformate (130 mg.) and tetrahydrofuran (1 ml.) over 1 minute at -15° C., and then the mixture was stirred for 30 minutes at -15° to -10° C. To the mixture w... Starting materials: CO, [H][H], O=C(O)CCCC#Cc1cccc(OCc2ccc3ccccc3c2)c1. Product: O=C(O)CCCCCc1cccc(OCc2ccc3ccccc3c2)c1. Reaction SMILES: [CH3:29][OH:30].[H:27][H:28].[cH:1]1[c:2]([CH2:11][O:12][c:13]2[cH:14][c:15]([C:19]#[C:20][CH2:21][CH2:22][CH2:23][C:24](=[O:25])[OH:26])[cH:16][cH:17][cH:18]2)[cH:3][cH:4][c:5]2[cH:6][cH:7][cH:8][cH:9][c:10]12>>[cH:1]1[c:2]([CH2:11][O:12][c:13]2[cH:14][c:15]([CH2:19][CH2:20][CH2:21][CH2:22][CH2:23][C:24](=[O:25])[OH:26])[cH:16][cH:17][cH:18]2)[cH:3][cH:4][c:5]2[cH:6][cH:7][cH:8][cH:9][c:10]12.